From a dataset of the Open Reaction Database (ORD), a public repository of structured organic reaction records. describe an organic reaction: reactants, conditions, products, and yield Starting materials: CS(=O)(=O)C1=NC=C(C=C1)N1C=NC=C1C1=CC=CC=C1 (2-(methylsulfonyl)-5-(5-phenyl-1H-imidazol-1-yl)pyridine), ClN1C(CCC1=O)=O (N-chlorosuccinimide). Reagents/catalysts: N(=NC(C#N)(C)C)C(C#N)(C)C (azobisisobutyronitrile). Run in O1CCCC1 (tetrahydrofuran). Product: ClC=1N=CN(C1C1=CC=CC=C1)C=1C=CC(=NC1)S(=O)(=O)C (5-(4-chloro-5-phenyl-1H-imidazol-1-yl)-2-(methylsulfonyl)pyridine). Isolated yield 60.7%. Reaction SMILES: [CH3:1][S:2]([C:5]1[CH:10]=[CH:9][C:8]([N:11]2[C:15]([C:16]3[CH:21]=[CH:20][CH:19]=[CH:18][CH:17]=3)=[CH:14][N:13]=[CH:12]2)=[CH:7][N:6]=1)(=[O:4])=[O:3].[Cl:22]N1C(=O)CCC1=O>N(C(C)(C)C#N)=NC(C)(C)C#N.O1CCCC1>[Cl:22][C:14]1[N:13]=[CH:12][N:11]([C:8]2[CH:9]=[CH:10][C:5]([S:2]([CH3:1])(=[O:4])=[O:3])=[N:6][CH:7]=2)[C:15]=1[C:16]1[CH:17]=[CH:18][CH:19]=[CH:20][CH:21]=1. Procedure details: 2-(methylsulfonyl)-5-(5-phenyl-1H-imidazol-1-yl)pyridine (83 mg, 0.28 mmol), N-chlorosuccinimide (39 mg, 0.29 mmol), azobisisobutyronitrile (2 mg) and tetrahydrofuran (10 mL) were added into a 25 mL round bottom flask, and stirred to conduct reflux reaction for 18 hours. After the reaction, the solution was concentrated under reduced pressure, and the crude product was purified by column chromatography (petroleum ether/ethyl acetate=20:1) to yield white solid target compound (56 mg, 0.17 mmol). ... The reactants are C1CN2CCN1CC2, CN(C(=O)Cl)c1ccccc1, ClCCl, OCCc1ccc(O)cc1. Product: CN(C(=O)Oc1ccc(CCO)cc1)c1ccccc1. RXN SMILES: [CH2:11]1[N:12]2[CH2:13][CH2:14][N:15]([CH2:16][CH2:17]2)[CH2:18]1.[CH3:19][N:20]([C:21](=[O:22])[Cl:23])[c:24]1[cH:25][cH:26][cH:27][cH:28][cH:29]1.[Cl:30][CH2:31][Cl:32].[OH:1][CH2:2][CH2:3][c:4]1[cH:5][cH:6][c:7]([OH:8])[cH:9][cH:10]1>>[OH:1][CH2:2][CH2:3][c:4]1[cH:5][cH:6][c:7]([O:8][C:21]([N:20]([CH3:19])[c:24]2[cH:25][cH:26][cH:27][cH:28][cH:29]2)=[O:22])[cH:9][cH:10]1. The reactants are Cl, O=C(O)C=Cc1ccc(C(F)(F)F)nc1-c1cccc(F)c1, Cc1cc(CN)ccc1NS(C)(=O)=O. The product is Cc1cc(CNC(=O)C=Cc2ccc(C(F)(F)F)nc2-c2cccc(F)c2)ccc1NS(C)(=O)=O. RXN SMILES: [ClH:15].[F:16][c:17]1[cH:18][c:19](-[c:23]2[n:24][c:25]([C:34]([F:35])([F:36])[F:37])[cH:26][cH:27][c:28]2[CH:29]=[CH:30][C:31](=[O:32])[OH:33])[cH:20][cH:21][cH:22]1.[NH2:1][CH2:2][c:3]1[cH:4][c:5]([CH3:14])[c:6]([NH:9][S:10](=[O:11])(=[O:12])[CH3:13])[cH:7][cH:8]1>>[NH:1]([CH2:2][c:3]1[cH:4][c:5]([CH3:14])[c:6]([NH:9][S:10](=[O:11])(=[O:12])[CH3:13])[cH:7][cH:8]1)[C:31]([CH:30]=[CH:29][c:28]1[c:23](-[c:19]2[cH:18][c:17]([F:16])[cH:22][cH:21][cH:20]2)[n:24][c:25]([C:34]([F:35])([F:36])[F:37])[cH:26][cH:27]1)=[O:32]. Reactants: ClC=1C2=C(N(C(C(N1)CC1=CC3=CC=CC=C3C=C1)=O)C)C=CC(=C2)Cl (5,7-Dichloro-1-methyl-3-(naphthalen-2-ylmethyl)-1H-benzo[e][1,4]diazepin-2(3H)-one), N1CCC(CC1)NC(OC(C)(C)C)=O (tert-butyl piperidin-4-ylcarbamate). Yields the product ClC1=CC2=C(N(C(C(N=C2N2CCC(CC2)NC(OC(C)(C)C)=O)CC2=CC3=CC=CC=C3C=C2)=O)C)C=C1 (tert-butyl 1-(7-chloro-1-methyl-3-(naphthalen-2-ylmethyl)-2-oxo-2,3-dihydro-1H-benzo[e][1,4]diazepin-5-yl)piperidin-4-ylcarbamate). Reaction SMILES: Cl[C:2]1[C:3]2[CH:25]=[C:24]([Cl:26])[CH:23]=[CH:22][C:4]=2[N:5]([CH3:21])[C:6](=[O:20])[CH:7]([CH2:9][C:10]2[CH:19]=[CH:18][C:17]3[C:12](=[CH:13][CH:14]=[CH:15][CH:16]=3)[CH:11]=2)[N:8]=1.[NH:27]1[CH2:32][CH2:31][CH:30]([NH:33][C:34](=[O:40])[O:35][C:36]([CH3:39])([CH3:38])[CH3:37])[CH2:29][CH2:28]1>>[Cl:26][C:24]1[CH:25]=[CH:3][C:4]2[N:5]([CH3:21])[C:6](=[O:20])[CH:7]([CH2:9][C:10]3[CH:11]=[CH:12][C:13]4[C:18](=[CH:17][CH:16]=[CH:15][CH:14]=4)[CH:19]=3)[N:8]=[C:2]([N:27]3[CH2:28][CH2:29][CH:30]([NH:33][C:34](=[O:40])[O:35][C:36]([CH3:38])([CH3:37])[CH3:39])[CH2:31][CH2:32]3)[C:22]=2[CH:23]=1. Procedure details: 5,7-Dichloro-1-methyl-3-(naphthalen-2-ylmethyl)-1H-benzo[e][1,4]diazepin-2(3H)-one (170 mg, 0.44 mmol) and tert-butyl piperidin-4-ylcarbamate (89 mg, 0.44 mmol) were coupled according to the corresponding procedure described in Example 14 to yield intermediate tert-butyl 1-(7-chloro-1-methyl-3-(naphthalen-2-ylmethyl)-2-oxo-2,3-dihydro-1H-benzo[e][1,4]diazepin-5-yl)piperidin-4-ylcarbamate. (85 mg, 35%). Tert-butyl 1-(7-chloro-1-methyl-3-(naphthalen-2-ylmethyl)-2-oxo-2,3-dihydro-1H-benzo[e][1,4]di... Starting materials: ClCCCl, Cl, [Na+], O=C(O)C1CCOC1, Nc1nc(-c2ccco2)c(C(=O)C2CCOCC2)s1, O, On1nnc2ccccc21, O=C([O-])O. The product is O=C(Nc1nc(-c2ccco2)c(C(=O)C2CCOCC2)s1)C1CCOC1. RXN SMILES: [CH2:9]([Cl:10])[CH2:11][Cl:12].[ClH:13].[Na+:44].[O:1]1[CH2:2][CH:3]([C:6](=[O:7])[OH:8])[CH2:4][CH2:5]1.[O:25]1[CH2:26][CH2:27][CH:28]([C:31](=[O:32])[c:33]2[c:34](-[c:39]3[o:40][cH:41][cH:42][cH:43]3)[n:35][c:36]([NH2:38])[s:37]2)[CH2:29][CH2:30]1.[OH2:14].[OH:15][n:16]1[c:17]2[cH:18][cH:19][cH:20][cH:21][c:22]2[n:23][n:24]1.[OH:45][C:46](=[O:47])[O-:48]>>[O:1]1[CH2:2][CH:3]([C:6](=[O:8])[NH:38][c:36]2[n:35][c:34](-[c:39]3[o:40][cH:41][cH:42][cH:43]3)[c:33]([C:31]([CH:28]3[CH2:27][CH2:26][O:25][CH2:30][CH2:29]3)=[O:32])[s:37]2)[CH2:4][CH2:5]1. The reactants are ClC=1C=C(C=C(C1)Cl)N=C=O (3,5-dichlorophenyl isocyanate), CC=1N=CNC1Cl (4-methyl-5-chloroimidazole). Solvent: C(Cl)(Cl)Cl (chloroform), C(Cl)(Cl)Cl (chloroform). Conditions: time 2 hour. Product: ClC=1C=C(C=C(C1)Cl)NC(=O)N1C=NC(=C1Cl)C (1-N-(3,5-dichlorophenylcarbamyl)-4-methyl-5-chloroimidazole). Isolated yield 79.2%. RXN SMILES: [Cl:1][C:2]1[CH:3]=[C:4]([N:9]=[C:10]=[O:11])[CH:5]=[C:6]([Cl:8])[CH:7]=1.[CH3:12][C:13]1[N:14]=[CH:15][NH:16][C:17]=1[Cl:18]>C(Cl)(Cl)Cl>[Cl:1][C:2]1[CH:3]=[C:4]([NH:9][C:10]([N:16]2[C:17]([Cl:18])=[C:13]([CH3:12])[N:14]=[CH:15]2)=[O:11])[CH:5]=[C:6]([Cl:8])[CH:7]=1. Procedure details: Using a procedure similar to that described in Example 1, a solution of 47 g of 3,5-dichlorophenyl isocyanate in 100 ml of chloroform was added dropwise to 29 g of 4-methyl-5-chloroimidazole, likewise dissolved in 100 ml of chloroform. Refluxing was carried out for 2 hours, after which the solution was cooled and the residue was filtered off under suction, washed with chloroform and dried to give 60 g (78.8%) of 1-N-(3,5-dichlorophenylcarbamyl)-4-methyl-5-chloroimidazole of melting point 136.9°-...